From a dataset of the Open Reaction Database (ORD), a public repository of structured organic reaction records. describe an organic reaction: reactants, conditions, products, and yield Reactants: C(C)OC(=O)C=1C(C2=C(N=C(N=C2)N2CCCC2)N(C1)CC)=O (6-ethoxycarbonyl-8-ethyl-5-oxo-2-pyrrolidino-5,8-dihydro-pyrido[2,3-d]pyrimidine), [OH-].[Na+] (NaOH), CCN1C=C(C(=O)C2=NC=C(N=C21)N3CCCC3)C(=O)O (pyromidic acid). The solvent is O (water). Product: N1(CCCC1)C=1N=CC2=C(N1)N(C=C(C2=O)C(=O)O)CC (2-Pyrrolidino-5-oxo-8-ethyl-5,8-dihydro-pyrido[2,3 -d]pyrimidine-6-carboxylic acid). Reaction SMILES: C([O:3][C:4]([C:6]1[C:7](=[O:23])[C:8]2[CH:13]=[N:12][C:11]([N:14]3[CH2:18][CH2:17][CH2:16][CH2:15]3)=[N:10][C:9]=2[N:19]([CH2:21][CH3:22])[CH:20]=1)=[O:5])C.[OH-].[Na+].CCN1C2C(=NC=C(N3CCCC3)N=2)C(=O)C(C(O)=O)=C1>O>[N:14]1([C:11]2[N:12]=[CH:13][C:8]3[C:7](=[O:23])[C:6]([C:4]([OH:5])=[O:3])=[CH:20][N:19]([CH2:21][CH3:22])[C:9]=3[N:10]=2)[CH2:18][CH2:17][CH2:16][CH2:15]1 |f:1.2|. Procedure details: Saponification of this ester (5.5 g) under reflux in an alkaline solution (NaOH: 0.8 g / water: 40 cm3) gives, after acidification, the corresponding acid (pyromidic acid, melting point 322° C), which is identical to the product described in the literature. As a reaction SMILES: [C:1]1([N:7]2[C:11]([CH3:12])=[C:10]([O:13][CH3:14])[O:9][C:8]2=[O:15])[CH:6]=[CH:5][CH:4]=[CH:3][CH:2]=1.[CH:16](=[O:23])[C:17]1[CH:22]=[CH:21][CH:20]=[CH:19][CH:18]=1.C(=O)([O-])O.[Na+]>C(Cl)Cl>[C:1]1([N:7]2[C:11]([CH3:12])([C:10]([O:13][CH3:14])=[O:9])[CH:16]([C:17]3[CH:22]=[CH:21][CH:20]=[CH:19][CH:18]=3)[O:23][C:8]2=[O:15])[CH:2]=[CH:3][CH:4]=[CH:5][CH:6]=1 |f:2.3|. Reaction conditions: temperature -78 celsius, time 1 hour. The product is C1(=CC=CC=C1)N1C(OC(C1(C(=O)OC)C)C1=CC=CC=C1)=O (3-phenyl-4-methyl-4-methoxycarbonyl-5-phenyl-2-oxazolidinone). The solvent is C(Cl)Cl (methylene chloride), C(Cl)Cl (methylene chloride). The reactants are C(C1=CC=CC=C1)=O (benzaldehyde), M-trimethylsilyl triflate, C(O)([O-])=O.[Na+] (sodium hydrogen carbonate), C1(=CC=CC=C1)N1C(OC(=C1C)OC)=O (3-phenyl-4-methyl-5-methoxy-2(3H)oxazolone). Reported procedure: Under argon atmosphere, in 3 ml of methylene chloride was dissolved 102.6 mg (0.5 mmol) of 3-phenyl-4-methyl-5-methoxy-2(3H)oxazolone, and after the solution was cooled to −78° C., 53.1 mg (0.5 mmol) of benzaldehyde and 0.5 ml (0.05 mmol) of a methylene chloride solution containing 0.1 M-trimethylsilyl triflate were added to the solution and the mixture was reacted under stirring for 1.0 hour. After the temperature of the mixture was raised up to the room temperature, 15 ml of a saturated aqueou... The reactants are CCCc1c(OCCCc2ccc(OC)c(OC)c2)ccc(C(=O)OC)c1O, CO, [Na+], [OH-]. Yields the product CCCc1c(OCCCc2ccc(OC)c(OC)c2)ccc(C(=O)O)c1O. As a reaction SMILES: [CH3:1][O:2][C:3]([c:4]1[c:5]([OH:27])[c:6]([CH2:24][CH2:25][CH3:26])[c:7]([O:10][CH2:11][CH2:12][CH2:13][c:14]2[cH:15][c:16]([O:22][CH3:23])[c:17]([O:20][CH3:21])[cH:18][cH:19]2)[cH:8][cH:9]1)=[O:28].[CH3:29][OH:30].[Na+:32].[OH-:31]>>[O:2]=[C:3]([c:4]1[c:5]([OH:27])[c:6]([CH2:24][CH2:25][CH3:26])[c:7]([O:10][CH2:11][CH2:12][CH2:13][c:14]2[cH:15][c:16]([O:22][CH3:23])[c:17]([O:20][CH3:21])[cH:18][cH:19]2)[cH:8][cH:9]1)[OH:28]. Reactants: C(C)OC(=O)N1CCN(CC1)C([C@H](CCC(=O)OC(C)(C)C)NC(=O)C1=NC(=NC(=C1)Cl)C1=CC=CC=C1)=O (4-{(S)-4-tert-butoxycarbonyl-2-[(6-chloro-2-phenyl-pyrimidine-4-carbonyl)-amino]-butyryl}-piperazine-1-carboxylic acid ethyl ester), C1(=C(C=CC=C1)B(O)O)C (2-tolylboronic acid). The product is C(C)OC(=O)N1CCN(CC1)C([C@H](CCC(=O)OC(C)(C)C)NC(=O)C1=NC(=NC(=C1)C1=C(C=CC=C1)C)C1=CC=CC=C1)=O (4-{(S)-4-tert-butoxycarbonyl-2-[(2-phenyl-6-o-tolyl-pyrimidine-4-carbonyl)-amino]-butyryl}-piperazine-1-carboxylic acid ethyl ester). Reaction SMILES: [CH2:1]([O:3][C:4]([N:6]1[CH2:11][CH2:10][N:9]([C:12](=[O:39])[C@@H:13]([NH:23][C:24]([C:26]2[CH:31]=[C:30](Cl)[N:29]=[C:28]([C:33]3[CH:38]=[CH:37][CH:36]=[CH:35][CH:34]=3)[N:27]=2)=[O:25])[CH2:14][CH2:15][C:16]([O:18][C:19]([CH3:22])([CH3:21])[CH3:20])=[O:17])[CH2:8][CH2:7]1)=[O:5])[CH3:2].[C:40]1([CH3:49])[CH:45]=[CH:44][CH:43]=[CH:42][C:41]=1B(O)O>>[CH2:1]([O:3][C:4]([N:6]1[CH2:11][CH2:10][N:9]([C:12](=[O:39])[C@@H:13]([NH:23][C:24]([C:26]2[CH:31]=[C:30]([C:41]3[CH:42]=[CH:43][CH:44]=[CH:45][C:40]=3[CH3:49])[N:29]=[C:28]([C:33]3[CH:38]=[CH:37][CH:36]=[CH:35][CH:34]=3)[N:27]=2)=[O:25])[CH2:14][CH2:15][C:16]([O:18][C:19]([CH3:22])([CH3:21])[CH3:20])=[O:17])[CH2:8][CH2:7]1)=[O:5])[CH3:2]. Procedure details: This compound was prepared using a method analogous to that of Example 86, step 86.1, 4-{(S)-4-tert-butoxycarbonyl-2-[(6-chloro-2-phenyl-pyrimidine-4-carbonyl)-amino]-butyryl}-piperazine-1-carboxylic acid ethyl ester replacing 2-chloro-6-methyl-pyrimidine-4-carboxylic acid methyl ester and 2-tolylboronic acid replacing phenylboronic acid.